This data is from the Open Reaction Database (ORD), a public repository of structured organic reaction records. The task is: describe an organic reaction: reactants, conditions, products, and yield Reactants: C1(=CC=CC=C1)C(N1C(C2(C3=CC=CC=C13)COC1=C2C=CC=2OCCOC21)=O)C2=CC=CC=C2 (1′-(diphenylmethyl)-2,3-dihydrospiro[furo[2,3-f][1,4]benzodioxine-7,3′-indol]-2′(1′H)-one), C1(=CC=CC=C1)C(N1C(C2(C3=CC=CC=C13)COC1=C2C=C(C(=C1)OC)C)=O)C1=CC=CC=C1 (1′-(diphenylmethyl)-6-methoxy-5-methylspiro[1-benzofuran-3,3′-indol]-2′(1′H)-one). Product: N1C(C2(C3=CC=CC=C13)COC1=C2C=CC=2OCCOC21)=O (2,3-dihydrospiro[furo[2,3-f][1,4]benzodioxine-7,3′-indol]-2′(1′H)-one). Reaction SMILES: C1(C(C2C=CC=CC=2)[N:8]2[C:16]3[C:11](=[CH:12][CH:13]=[CH:14][CH:15]=3)[C:10]3([C:20]4[CH:21]=[CH:22][C:23]5[O:24][CH2:25][CH2:26][O:27][C:28]=5[C:19]=4[O:18][CH2:17]3)[C:9]2=[O:29])C=CC=CC=1.C1(C(C2C=CC=CC=2)N2C3C(=CC=CC=3)C3(C4C=C(C)C(OC)=CC=4OC3)C2=O)C=CC=CC=1>>[NH:8]1[C:16]2[C:11](=[CH:12][CH:13]=[CH:14][CH:15]=2)[C:10]2([C:20]3[CH:21]=[CH:22][C:23]4[O:24][CH2:25][CH2:26][O:27][C:28]=4[C:19]=3[O:18][CH2:17]2)[C:9]1=[O:29]. Reported procedure: Following the procedure as described in EXAMPLE 3 and making non-critical variations using 1′-(diphenylmethyl)-2,3-dihydrospiro[furo[2,3-f][1,4]benzodioxine-7,3′-indol]-2′(1′H)-one to replace 1′-(diphenylmethyl)-6-methoxy-5-methylspiro[1-benzofuran-3,3′-indol]-2′(1′H)-one, 2,3-dihydrospiro[furo[2,3-f][1,4]benzodioxine-7,3′-indol]-2′(1′H)-one was obtained (30%) as a colorless solid: mp>250° C.; 1H NMR (300 MHz, DMSO-d6) δ 10.56 (s, 1H), 7.23 (ddd, J=7.7, 7.7, 0.5 Hz, 1H), 7.13 (d, J=7.2 Hz, 1H), ... Reactants: FC1=CC2=C(C=CCO2)C=C1 (7-fluoro-2H-1-benzopyran), [H][H] (hydrogen). Yield: 85.2%. Yields the product FC1=CC2=C(CCCO2)C=C1 (3,4-dihydro-7-fluoro-2H-1-benzopyran). As a reaction SMILES: [F:1][C:2]1[CH:11]=[CH:10][C:5]2[CH:6]=[CH:7][CH2:8][O:9][C:4]=2[CH:3]=1.[H][H]>[Pd].C(O)C>[F:1][C:2]1[CH:11]=[CH:10][C:5]2[CH2:6][CH2:7][CH2:8][O:9][C:4]=2[CH:3]=1. Procedure: A mixture of 12.1 grams (0.081 mole) of 7-fluoro-2H-1-benzopyran and a catalytic amount of 5% palladium on carbon in about 200 mL of ethanol was shaken in a Parr hydrogenator until the theoretical amount of hydrogen gas was taken up. After this time the reaction mixture was filtered and concentrated under reduced pressure, yielding 10.5 grams of 3,4-dihydro-7-fluoro-2H-1-benzopyran. The NMR spectrum was consistent with the proposed structure. The reagents and catalysts are [Pd] (palladium on carbon). Solvent: C(C)O (ethanol). Reactants: C(C)(=O)O (Acetic acid), FC1=C(C(=O)N(C)C)C=C(C=C1F)C=1C=C2C(=NC1)N(C=C2C2=C(C=CC=C2)OC)S(=O)(=O)C2=CC=C(C=C2)C (2,3-Difluoro-5-[3-(2-methoxy-phenyl)-1-(toluene-4-sulfonyl)-1H-pyrrolo[2,3-b]pyridin-5-yl]-N,N-dimethyl-benzamide), CN1CCC(CC1)N (1-methyl-piperidin-4-ylamine), [OH-].[K+] (potassium hydroxide). The solvent is CO.CC(=O)C (methanol acetone). Reaction conditions: time 48 hour. Yields the product FC=1C(=C(C(=O)N(C)C)C=C(C1)C=1C=C2C(=NC1)NC=C2C2=C(C=CC=C2)OC)NC2CCN(CC2)C (3-fluoro-5-[3-(2-methoxy-phenyl)-1H-pyrrolo[2,3-b]pyridin-5-yl]-N,N-dimethyl-2-(1-methyl-piperidin-4-ylamino)-benzamide). Yield: 4.5%. RXN SMILES: F[C:2]1[C:12]([F:13])=[CH:11][C:10]([C:14]2[CH:15]=[C:16]3[C:22]([C:23]4[CH:28]=[CH:27][CH:26]=[CH:25][C:24]=4[O:29][CH3:30])=[CH:21][N:20](S(C4C=CC(C)=CC=4)(=O)=O)[C:17]3=[N:18][CH:19]=2)=[CH:9][C:3]=1[C:4]([N:6]([CH3:8])[CH3:7])=[O:5].[CH3:41][N:42]1[CH2:47][CH2:46][CH:45]([NH2:48])[CH2:44][CH2:43]1.[OH-].[K+].C(O)(=O)C>CO.CC(C)=O>[F:13][C:12]1[C:2]([NH:48][CH:45]2[CH2:46][CH2:47][N:42]([CH3:41])[CH2:43][CH2:44]2)=[C:3]([CH:9]=[C:10]([C:14]2[CH:15]=[C:16]3[C:22]([C:23]4[CH:28]=[CH:27][CH:26]=[CH:25][C:24]=4[O:29][CH3:30])=[CH:21][NH:20][C:17]3=[N:18][CH:19]=2)[CH:11]=1)[C:4]([N:6]([CH3:7])[CH3:8])=[O:5] |f:2.3,5.6|. Reported procedure: Into a 5 mL screw-cap vial were added 2,3-Difluoro-5-[3-(2-methoxy-phenyl)-1-(toluene-4-sulfonyl)-1H-pyrrolo[2,3-b]pyridin-5-yl]-N,N-dimethyl-benzamide (100 mg, 0.178 mmol) and 1-methyl-piperidin-4-ylamine (102 mg, 0.712 mmol). The vial was sealed and placed in heated block at 120° C. for 48 h. The reaction solution was dissolved in 1:1 methanol/acetone (2 mL total) and treated with 100 μL of 50% w/w aqueous potassium hydroxide for 1 h. Glacial Acetic acid was added to obtain pH 7, then the reac... Starting materials: CC(C)(C)c1ccc(N)cc1, C1CCOC1, Cc1nc2c(o1)c(C(=O)O)cc1nc(Nc3c(Cl)cccc3Cl)[nH]c12, [H-], [Na+], O=S(Cl)Cl, c1ccccc1. The product is Cc1nc2c(o1)c(C(=O)Nc1ccc(C(C)(C)C)cc1)cc1nc(Nc3c(Cl)cccc3Cl)[nH]c12. RXN SMILES: [C:30]([CH3:31])([CH3:32])([CH3:33])[c:34]1[cH:35][cH:36][c:37]([NH2:38])[cH:39][cH:40]1.[CH2:43]1[O:44][CH2:45][CH2:46][CH2:47]1.[Cl:1][c:2]1[c:3]([NH:9][c:10]2[n:11][c:12]3[cH:13][c:14]([C:23](=[O:24])[OH:25])[c:15]4[c:16]([n:17][c:18]([CH3:20])[o:19]4)[c:21]3[nH:22]2)[c:4]([Cl:8])[cH:5][cH:6][cH:7]1.[H-:42].[Na+:41].[S:26]([Cl:27])([Cl:28])=[O:29].[cH:48]1[cH:49][cH:50][cH:51][cH:52][cH:53]1>>[Cl:1][c:2]1[c:3]([NH:9][c:10]2[n:11][c:12]3[cH:13][c:14]([C:23](=[O:25])[NH:38][c:37]4[cH:36][cH:35][c:34]([C:30]([CH3:31])([CH3:32])[CH3:33])[cH:40][cH:39]4)[c:15]4[c:16]([n:17][c:18]([CH3:20])[o:19]4)[c:21]3[nH:22]2)[c:4]([Cl:8])[cH:5][cH:6][cH:7]1. Starting materials: CCOC(C)=O, CS(=O)(=O)c1ccc(S(N)(=O)=O)cc1, CCCCCC, O=C(Cl)c1ccnc(Cl)c1, Cl, c1ccncc1. The product is CS(=O)(=O)c1ccc(S(=O)(=O)NC(=O)c2ccnc(Cl)c2)cc1. RXN SMILES: [C:26]([O:27][CH2:28][CH3:29])(=[O:30])[CH3:31].[CH3:1][S:2](=[O:3])(=[O:4])[c:5]1[cH:6][cH:7][c:8]([S:11](=[O:12])(=[O:13])[NH2:14])[cH:9][cH:10]1.[CH3:32][CH2:33][CH2:34][CH2:35][CH2:36][CH3:37].[Cl:15][c:16]1[cH:17][c:18]([C:19](=[O:20])[Cl:21])[cH:22][cH:23][n:24]1.[ClH:25].[cH:38]1[cH:39][cH:40][n:41][cH:42][cH:43]1>>[CH3:1][S:2](=[O:3])(=[O:4])[c:5]1[cH:6][cH:7][c:8]([S:11](=[O:12])(=[O:13])[NH:14][C:19]([c:18]2[cH:17][c:16]([Cl:15])[n:24][cH:23][cH:22]2)=[O:20])[cH:9][cH:10]1. Reactants: ClC1=CC(=CC=C1)C(=O)OO (m-chloroperbenzoic acid), CC1=CC=C(C(CC(C(=O)OC)C(=O)C)=S)C=C1 (methyl 2-(4-methylthiophenacyl)acetoacetate), C(Cl)Cl (methylene chloride), S(=S)(=O)([O-])[O-].[Na+].[Na+] (sodium thiosulfate). Reaction conditions: time 1 hour. Yields the product CS(=O)(=O)C1=CC=C(C(CC(C(=O)OC)C(=O)C)=O)C=C1 (Methyl 2-(4-methylsulfonylphenacyl)acetoacetate). Isolated yield 74.0%. RXN SMILES: CC1C=CC(C(=S)[CH2:7][CH:8]([C:13]([CH3:15])=[O:14])[C:9]([O:11][CH3:12])=[O:10])=CC=1.Cl[C:20]1[CH:25]=[CH:24][CH:23]=[C:22]([C:26]([O:28]O)=O)[CH:21]=1.[S:30]([O-:34])([O-])(=[O:32])=S.[Na+].[Na+].[CH2:37](Cl)Cl>>[CH3:37][S:30]([C:25]1[CH:20]=[CH:21][C:22]([C:26](=[O:28])[CH2:7][CH:8]([C:13]([CH3:15])=[O:14])[C:9]([O:11][CH3:12])=[O:10])=[CH:23][CH:24]=1)(=[O:34])=[O:32] |f:2.3.4|. Reported procedure: 4.42 g (15.8 mmol) of methyl 2-(4-methylthiophenacyl)acetoacetate [prepared as described in step (i) above] were dissolved in 150 ml of methylene chloride, and 7.77 g (31.5 mmol) of 70% m-chloroperbenzoic acid were added to the resulting solution, whilst ice-cooling. The mixture was then stirred at room temperature for 1 hour. 30 ml of a 10% w/v aqueous solution of sodium thiosulfate were added to the mixture, and the mixture was vigorously shaken, after which it separated into liquid phases. Th... Reactants: alkyl halide, S(=O)(=O)([O-])[O-] (sulphate), P(=O)([O-])([O-])[O-] (phosphate), O1CC1COC1=C(C=CC=C1)C1=CC=CC=C1 (1,2-epoxy-3-(2-phenylphenoxy)propane), CNC(C)C (methylisopropyl amine). The product is C(C)(C)N(C)CC(COC1=C(C=CC=C1)C1=CC=CC=C1)O (1-(N-isopropyl-N-methylamino)-3-(2-phenylphenoxy)propan-2-ol). As a reaction SMILES: S([O-])([O-])(=O)=O.P([O-])([O-])([O-])=O.[O:11]1[CH:13]([CH2:14][O:15][C:16]2[CH:21]=[CH:20][CH:19]=[CH:18][C:17]=2[C:22]2[CH:27]=[CH:26][CH:25]=[CH:24][CH:23]=2)[CH2:12]1.[CH3:28][NH:29][CH:30]([CH3:32])[CH3:31]>>[CH:30]([N:29]([CH2:12][CH:13]([OH:11])[CH2:14][O:15][C:16]1[CH:21]=[CH:20][CH:19]=[CH:18][C:17]=1[C:22]1[CH:27]=[CH:26][CH:25]=[CH:24][CH:23]=1)[CH3:28])([CH3:32])[CH3:31]. Procedure: Alternatively, the intermediates of the formula ##STR5## are allowed to react at reflux with an appropriate secondary amine to afford the corresponding tertiary amines of the formula R1 ? ##STR6## Those compounds then are allowed to react further with a molecular equivalent of the appropriate alkyl halide, sulphate or phosphate, to produce the instant compounds. For example, 1,2-epoxy-3-(2-phenylphenoxy)propane is allowed to react at reflux with methylisopropyl amine to afford the corresponding ... The reactants are NC1=C(C=C(C=C1)Br)C(=O)C1=CC=CC=C1 ((2-Amino-5-bromo-phenyl)-phenyl-methanone), CC(C)C(CC(C(C)C)=O)=O (2,6-dimethyl-3,5-heptanedione). Run at time 96 hour. The product is BrC=1C=C2C(=C(C(=NC2=CC1)C(C)C)C(C(C)C)=O)C1=CC=CC=C1 (1-(6-Bromo-2-isopropyl-4-phenyl-quinolin-3-yl)-2-methyl-propan-1-one). Yield: 46.0%. Reaction SMILES: [NH2:1][C:2]1[CH:7]=[CH:6][C:5]([Br:8])=[CH:4][C:3]=1[C:9]([C:11]1[CH:16]=[CH:15][CH:14]=[CH:13][CH:12]=1)=O.[CH3:17][CH:18]([C:20](=O)[CH2:21][C:22](=[O:26])[CH:23]([CH3:25])[CH3:24])[CH3:19]>>[Br:8][C:5]1[CH:4]=[C:3]2[C:2](=[CH:7][CH:6]=1)[N:1]=[C:20]([CH:18]([CH3:19])[CH3:17])[C:21]([C:22](=[O:26])[CH:23]([CH3:25])[CH3:24])=[C:9]2[C:11]1[CH:16]=[CH:15][CH:14]=[CH:13][CH:12]=1. Procedure: The title compound was prepared from (2-Amino-5-bromo-phenyl)-phenyl-methanone [example A16] and 2,6-dimethyl-3,5-heptanedione according to the method of example 1, except that the reaction time was of 96 h and the residue was purified by chromatography on aminated silica gel with heptane/ethyl acetate (85:15). Yield: 46%. MS: m/z=395/397 (M).